This data is from the Open Reaction Database (ORD), a public repository of structured organic reaction records. The task is: describe an organic reaction: reactants, conditions, products, and yield The reactants are O=C([O-])O, COc1ccc2c(c1)CC(=O)CC2, CO, Cl, NO, [Na+], O. The product is COc1ccc2c(c1)CC(=NO)CC2. RXN SMILES: [C:17](=[O:18])([OH:19])[O-:20].[CH3:1][O:2][c:3]1[cH:4][cH:5][c:6]2[c:11]([cH:12]1)[CH2:10][C:9](=[O:13])[CH2:8][CH2:7]2.[CH3:23][OH:24].[ClH:14].[NH2:15][OH:16].[Na+:21].[OH2:22]>>[CH3:1][O:2][c:3]1[cH:4][cH:5][c:6]2[c:11]([cH:12]1)[CH2:10][C:9](=[N:15][OH:16])[CH2:8][CH2:7]2. Reactants: ClC=1C(=C(C(=NC1)N)[N+](=O)[O-])N1CCN(CC1)CC1=C(C=CC=C1F)Cl (5-chloro-4-(4-(2-chloro-6-fluorobenzyl)piperazin-1-yl)-3-nitropyridin-2-amine), CN(C1=CC=C(C=O)C=C1)C (4-dimethylaminobenzaldehyde), [O-]S(=O)S(=O)[O-].[Na+].[Na+] (Na2S2O4). The solvent is C(C)O (ethanol). Conditions: temperature 70 celsius. Yields the product ClC=1C(=C2C(=NC1)NC(=N2)C2=CC=C(N(C)C)C=C2)N2CCN(CC2)CC2=C(C=CC=C2F)Cl (4-(6-Chloro-7-(4-(2-chloro-6-fluorobenzyl)piperazin-1-yl)-3H-imidazo[4,5-b]pyridin-2-yl)-N,N-dimethylaniline). RXN SMILES: [Cl:1][C:2]1[C:3]([N:12]2[CH2:17][CH2:16][N:15]([CH2:18][C:19]3[C:24]([F:25])=[CH:23][CH:22]=[CH:21][C:20]=3[Cl:26])[CH2:14][CH2:13]2)=[C:4]([N+:9]([O-])=O)[C:5]([NH2:8])=[N:6][CH:7]=1.[CH3:27][N:28]([CH3:37])[C:29]1[CH:36]=[CH:35][C:32]([CH:33]=O)=[CH:31][CH:30]=1.[O-]S(S([O-])=O)=O.[Na+].[Na+]>C(O)C>[Cl:1][C:2]1[C:3]([N:12]2[CH2:17][CH2:16][N:15]([CH2:18][C:19]3[C:24]([F:25])=[CH:23][CH:22]=[CH:21][C:20]=3[Cl:26])[CH2:14][CH2:13]2)=[C:4]2[N:9]=[C:33]([C:32]3[CH:35]=[CH:36][C:29]([N:28]([CH3:37])[CH3:27])=[CH:30][CH:31]=3)[NH:8][C:5]2=[N:6][CH:7]=1 |f:2.3.4|. Procedure details: To a mixture of 5-chloro-4-(4-(2-chloro-6-fluorobenzyl)piperazin-1-yl)-3-nitropyridin-2-amine (0.045 g, 0.11 mmol), ethanol (3.2 ml), and 4-dimethylaminobenzaldehyde (0.022 g, 0.15 mmol) was added a freshly prepared aqueous solution of Na2S2O4 (1M; 0.4 ml, 0.4 mmol). The reaction mixture was heated at 70° C. for 6 h, then allowed to cool to room temperature and the solvents were removed in vacuo. The residue was absorbed on silica gel and the free running powder was placed on a 10 g isolute sili... The reactants are CCN(CC)CCN1C(=O)Nc2ccc(Cl)cc2C1c1ccccc1, CCI, CN(C)C=O, [H-], [Na+]. Product: CCN(CC)CCN1C(=O)N(CC)c2ccc(Cl)cc2C1c1ccccc1, I. RXN SMILES: [CH2:1]([CH3:2])[N:3]([CH2:4][CH2:5][N:6]1[C:7](=[O:23])[NH:8][c:9]2[cH:10][cH:11][c:12]([Cl:22])[cH:13][c:14]2[CH:15]1[c:16]1[cH:17][cH:18][cH:19][cH:20][cH:21]1)[CH2:24][CH3:25].[CH2:28]([CH3:29])[I:30].[CH3:31][N:32]([CH3:33])[CH:34]=[O:35].[H-:26].[Na+:27]>>[CH2:1]([CH3:2])[N:3]([CH2:4][CH2:5][N:6]1[C:7](=[O:23])[N:8]([CH2:28][CH3:29])[c:9]2[cH:10][cH:11][c:12]([Cl:22])[cH:13][c:14]2[CH:15]1[c:16]1[cH:17][cH:18][cH:19][cH:20][cH:21]1)[CH2:24][CH3:25].[IH:30]. Starting materials: N1CCOCC1 (morpholine), C(#N)CC(=O)OC (methyl cyanoacetate). Run in CC(C)(C)OC (MTBE). Conditions: temperature 55 celsius. Yields the product N1(CCOCC1)C(CC#N)=O (3-morpholin-4-yl-3-oxo-propionitrile). Isolated yield 90.2%. As a reaction SMILES: [NH:1]1[CH2:6][CH2:5][O:4][CH2:3][CH2:2]1.[C:7]([CH2:9][C:10](OC)=[O:11])#[N:8]>CC(OC)(C)C>[N:1]1([C:10](=[O:11])[CH2:9][C:7]#[N:8])[CH2:6][CH2:5][O:4][CH2:3][CH2:2]1. Procedure details: A nitrogen inerted reactor equipped with reflux condenser, nitrogen inlet and mechanical stirring is charged with morpholine (1.2 mol), methyl cyanoacetate (1.0 mol) and MtBE (52 mL). The homogeneous solution is heated to ca. 55° C. and stirred at that temperature for 12 to 18 hours. MtBE (33 mL) is added over ca. 15 minutes, and the solution is slowly cooled below 50° C. where nucleation becomes evident. Additional MTBE (66 μL) is added over a 1-hour period. During this time, the reaction is al... The reactants are Cc1ccc(C(O)c2ccc(-c3nc4cc(C(N)=O)ccc4[nH]3)cc2)cc1C, CO, CO, ClCCl. The product is Cc1ccc(Cc2ccc(-c3nc4cc(C(N)=O)ccc4[nH]3)cc2)cc1C. Reaction SMILES: [CH3:1][c:2]1[cH:3][c:4]([CH:9]([c:10]2[cH:11][cH:12][c:13](-[c:16]3[n:17][c:18]4[c:19]([nH:20]3)[cH:21][cH:22][c:23]([C:25](=[O:26])[NH2:27])[cH:24]4)[cH:14][cH:15]2)[OH:28])[cH:5][cH:6][c:7]1[CH3:8].[CH3:29][OH:30].[CH3:31][OH:32].[Cl:33][CH2:34][Cl:35]>>[CH3:1][c:2]1[cH:3][c:4]([CH2:9][c:10]2[cH:11][cH:12][c:13](-[c:16]3[n:17][c:18]4[c:19]([nH:20]3)[cH:21][cH:22][c:23]([C:25](=[O:26])[NH2:27])[cH:24]4)[cH:14][cH:15]2)[cH:5][cH:6][c:7]1[CH3:8]. The reactants are CS(=O)(=O)Cl, O, Cc1ccc(C2Sc3ccccc3NC(=O)C2CO)cc1, c1ccncc1. Yields the product Cc1ccc(C2Sc3ccccc3NC(=O)C2COS(C)(=O)=O)cc1. RXN SMILES: [CH3:22][S:23]([Cl:24])(=[O:25])=[O:26].[OH2:27].[OH:1][CH2:2][CH:3]1[CH:4]([c:15]2[cH:16][cH:17][c:18]([CH3:21])[cH:19][cH:20]2)[S:5][c:6]2[c:7]([cH:11][cH:12][cH:13][cH:14]2)[NH:8][C:9]1=[O:10].[cH:28]1[cH:29][cH:30][n:31][cH:32][cH:33]1>>[O:1]([CH2:2][CH:3]1[CH:4]([c:15]2[cH:16][cH:17][c:18]([CH3:21])[cH:19][cH:20]2)[S:5][c:6]2[c:7]([cH:11][cH:12][cH:13][cH:14]2)[NH:8][C:9]1=[O:10])[S:23]([CH3:22])(=[O:25])=[O:26]. Starting materials: C=C(CC1=CC=CC=C1)O (alpha-methylene phenylethyl alcohol), C(OC)(OC)=O (dimethyl carbonate), C=C(CC1=CC=CC=C1)O (alpha-methylene phenylethyl alcohol), solution, C[O-].[Na+] (sodium methoxide). Run in CO (methyl alcohol), CO (methanol). Run at temperature 78 celsius. Yields the product C(OC(CC1=CC=CC=C1)C)(OC)=O (Alpha-Methyl-Phenethyl Methyl Carbonate). RXN SMILES: [C:1](=O)([O:4]C)[O:2][CH3:3].C[O-].[Na+].[CH2:10]=[C:11]([OH:19])[CH2:12][C:13]1[CH:18]=[CH:17][CH:16]=[CH:15][CH:14]=1>CO>[C:1](=[O:4])([O:2][CH3:3])[O:19][CH:11]([CH3:10])[CH2:12][C:13]1[CH:18]=[CH:17][CH:16]=[CH:15][CH:14]=1 |f:1.2|. Reported procedure: Into a 2 liter reaction flask equipped with stirrer, thermometer, reflux condenser, heating mantle and Bidwell addition funnel is placed 222 grams of dimethyl carbonate and 24 grams of a solution of sodium methoxide in methanol. The resulting mixture is heated to reflux. Over a 30 minute period 268 grams of alpha-methylene phenylethyl alcohol having the structure: ##STR161## is added over a period of 20 minutes after bringing the mixture to reflux at 72°-76° C. At the end of the addition of the ...